This data is from the Open Reaction Database (ORD), a public repository of structured organic reaction records. The task is: describe an organic reaction: reactants, conditions, products, and yield The reactants are CS(=O)(=O)Cl, COc1cnc(-c2ccc(F)cc2)nc1-c1cccc(O)c1, O, c1ccncc1. Yields the product COc1cnc(-c2ccc(F)cc2)nc1-c1cccc(OS(C)(=O)=O)c1. RXN SMILES: [CH3:23][S:24]([Cl:25])(=[O:26])=[O:27].[F:1][c:2]1[cH:3][cH:4][c:5](-[c:8]2[n:9][cH:10][c:11]([O:21][CH3:22])[c:12](-[c:14]3[cH:15][c:16]([OH:20])[cH:17][cH:18][cH:19]3)[n:13]2)[cH:6][cH:7]1.[OH2:34].[cH:28]1[cH:29][cH:30][n:31][cH:32][cH:33]1>>[F:1][c:2]1[cH:3][cH:4][c:5](-[c:8]2[n:9][cH:10][c:11]([O:21][CH3:22])[c:12](-[c:14]3[cH:15][c:16]([O:20][S:24]([CH3:23])(=[O:26])=[O:27])[cH:17][cH:18][cH:19]3)[n:13]2)[cH:6][cH:7]1.